The task is: describe an organic reaction: reactants, conditions, products, and yield. This data is from the Open Reaction Database (ORD), a public repository of structured organic reaction records. The reactants are ClC1=NN2C(C(=CC=C2)NC=2C(=NC=CC2)N(S(=O)(=O)C)C)=N1 (N-[3-(2-chloro-[1,2,4]triazolo[1,5-a]pyridin-8-ylamino)-pyridin-2-yl]-N-methyl-methanesulfonamide), CN1CCN(CC1)C=1C=C(N)C=CC1 (3-(4-methylpiperazin-1-yl)aniline), C1(CCCCC1)P(C1=C(C=CC=C1)C1=C(C=CC=C1)P(C1CCCCC1)C1CCCCC1)C1CCCCC1 (2,2′-bis-dicyclohexylphosphanyl-biphenyl). Yields the product CN(S(=O)(=O)C)C1=NC=CC=C1NC=1C=2N(C=CC1)N=C(N2)NC2=CC(=CC=C2)N2CCN(CC2)C (N-Methyl-N-(3-{2-[3-(4-methyl-piperazin-1-yl)-phenylamino]-[1,2,4]triazolo[1,5-a]pyridin-8-ylamino}-pyridin-2-yl)-methanesulfonamide), foam. Yield: 16.0%. As a reaction SMILES: Cl[C:2]1[N:23]=[C:5]2[C:6]([NH:10][C:11]3[C:12]([N:17]([CH3:22])[S:18]([CH3:21])(=[O:20])=[O:19])=[N:13][CH:14]=[CH:15][CH:16]=3)=[CH:7][CH:8]=[CH:9][N:4]2[N:3]=1.[CH3:24][N:25]1[CH2:30][CH2:29][N:28]([C:31]2[CH:32]=[C:33]([CH:35]=[CH:36][CH:37]=2)[NH2:34])[CH2:27][CH2:26]1.C1(P(C2CCCCC2)C2C=CC=CC=2C2C=CC=CC=2P(C2CCCCC2)C2CCCCC2)CCCCC1>>[CH3:22][N:17]([C:12]1[C:11]([NH:10][C:6]2[C:5]3[N:4]([N:3]=[C:2]([NH:34][C:33]4[CH:35]=[CH:36][CH:37]=[C:31]([N:28]5[CH2:27][CH2:26][N:25]([CH3:24])[CH2:30][CH2:29]5)[CH:32]=4)[N:23]=3)[CH:9]=[CH:8][CH:7]=2)=[CH:16][CH:15]=[CH:14][N:13]=1)[S:18]([CH3:21])(=[O:20])=[O:19]. Procedure: N-Methyl-N-(3-{2-[3-(4-methyl-piperazin-1-yl)-phenylamino]-[1,2,4]triazolo[1,5-a]pyridin-8-ylamino}-pyridin-2-yl)-methanesulfonamide was prepared from N-[3-(2-chloro-[1,2,4]triazolo[1,5-a]pyridin-8-ylamino)-pyridin-2-yl]-N-methyl-methanesulfonamide (75.0 mg, 0.212 mmol) and 3-(4-methylpiperazin-1-yl)aniline (45.0 mg, 0.235 mmol) with 2,2′-bis-dicyclohexylphosphanyl-biphenyl (23.0 mg, 0.0421 mmol) as the ligand in a manner analogous to Example 2d. Product isolated as a brown foam (0.017 g, 16%). ... Reactants: CC=1C=C(CO)C=CC1 (3-methylbenzyl alcohol), ClCC(=O)O (chloroacetic acid), C(C)O (ethanol), [H-].[Na+] (sodium hydride). Run in O1CCCC1 (tetrahydrofuran), O1CCCC1 (tetrahydrofuran). The product is CC=1C=C(C=CC1)C(C(=O)O)C=O ((3-methylphenyl)-3-oxo-propanoic acid). RXN SMILES: [CH3:1][C:2]1[CH:3]=[C:4]([CH:7]=[CH:8][CH:9]=1)[CH2:5]O.ClC[C:12]([OH:14])=[O:13].[CH2:15]([OH:17])C.[H-].[Na+]>O1CCCC1>[CH3:1][C:2]1[CH:3]=[C:4]([CH:5]([CH:15]=[O:17])[C:12]([OH:14])=[O:13])[CH:7]=[CH:8][CH:9]=1 |f:3.4|. Procedure details: A solution of 3-methylbenzyl alcohol (4.93 g, 40 mmol), chloroacetic acid (7.68 g, 81 mmol), and ethanol (0.04 mL) in 100 mL of anhydrous tetrahydrofuran was added to a mixture of sodium hydride (16.12 g, 403 mmol) in 50 mL anhydrous tetrahydrofuran dropwise over 55 minutes at 0° C. The cooling bath was removed and the solution was heated to reflux for 14.25 hours. The solution was cooled to room temperature, quenched with water and extracted with ether. The aqueous layer was acidified, extracte... Solvent: C(C)OCC (diethyl ether). Starting materials: N (Ammonia), FC1=C(C(=C(C(=C1[N+](=O)[O-])F)F)F)F (pentafluoronitrobenzene). Isolated yield 63.0%. As a reaction SMILES: [NH3:1].[F:2][C:3]1[C:8]([N+:9]([O-:11])=[O:10])=[C:7](F)[C:6]([F:13])=[C:5]([F:14])[C:4]=1[F:15]>C(OCC)C>[N+:9]([C:8]1[C:3]([F:2])=[C:4]([F:15])[C:5]([F:14])=[C:6]([F:13])[C:7]=1[NH2:1])([O-:11])=[O:10]. The product is [N+](=O)([O-])C1=C(N)C(=C(C(=C1F)F)F)F (2-Nitro-3,4,5,6-tetrafluoroaniline), solid. Procedure details: 2-Nitro-3,4,5,6-tetrafluoroaniline was prepared using an adaptation of the method of Brooke et al., J. Chem. Soc. 802 (1961). Ammonia gas was bubbled through a solution of pentafluoronitrobenzene (3.00 g, 114.1 mmol) in 200 mL anhydrous diethyl ether for 4 h. During this time the color changed from clear white to a deep yellow and a white precipitate formed. The precipitate (ammonium fluoride) was separated by vacuum filtration and washed with ether (30 mL). The filtrate was rotary evaporated an... Starting materials: CO, [H][H], CN(C)CCOc1ccc([N+](=O)[O-])cn1. Yields the product CN(C)CCOc1ccc(N)cn1. Reaction SMILES: [CH3:18][OH:19].[H:16][H:17].[N+:1]([O-:2])(=[O:3])[c:4]1[cH:5][cH:6][c:7]([O:10][CH2:11][CH2:12][N:13]([CH3:14])[CH3:15])[n:8][cH:9]1>>[NH2:1][c:4]1[cH:5][cH:6][c:7]([O:10][CH2:11][CH2:12][N:13]([CH3:14])[CH3:15])[n:8][cH:9]1. Reactants: C(=O)(OC(C)(C)C)N1C[C@H](CC1)OC1=CC=2C(C3=CC=CC=C3C2C=C1)=O (2-[(S)—N-Boc-pyrrolidin-3-yloxy]-fluoren-9-one), O.C1(=CC=C(C=C1)S(=O)(=O)O)C (p-toluenesulfonic acid monohydrate). Run in CCOC(=O)C (EtOAc). Conditions: time 18 hour. Yields the product C1(=CC=C(C=C1)S(=O)(=O)O)C.N1C[C@H](CC1)OC1=CC=2C(C3=CC=CC=C3C2C=C1)=O (2-[(S)—Pyrrolidin-3-yloxy]-fluoren-9-one p-toluenesulfonate). The yield is 88.4%. RXN SMILES: C([N:8]1[CH2:12][CH2:11][C@H:10]([O:13][C:14]2[CH:26]=[CH:25][C:24]3[C:23]4[C:18](=[CH:19][CH:20]=[CH:21][CH:22]=4)[C:17](=[O:27])[C:16]=3[CH:15]=2)[CH2:9]1)(OC(C)(C)C)=O.O.[C:29]1([CH3:39])[CH:34]=[CH:33][C:32]([S:35]([OH:38])(=[O:37])=[O:36])=[CH:31][CH:30]=1>CCOC(C)=O>[C:29]1([CH3:39])[CH:30]=[CH:31][C:32]([S:35]([OH:38])(=[O:36])=[O:37])=[CH:33][CH:34]=1.[NH:8]1[CH2:12][CH2:11][C@H:10]([O:13][C:14]2[CH:26]=[CH:25][C:24]3[C:23]4[C:18](=[CH:19][CH:20]=[CH:21][CH:22]=4)[C:17](=[O:27])[C:16]=3[CH:15]=2)[CH2:9]1 |f:1.2,4.5|. Procedure details: A solution of 2-[(S)—N-Boc-pyrrolidin-3-yloxy]-fluoren-9-one (315 mg, 0.863 mmol; Example 4A) and p-toluenesulfonic acid monohydrate (165 mg, 0.868 mmol; Aldrich) in EtOAc (15 mL) was heated to reflux. A precipitate began to form after about 30 min of heating. After 18 h, the mixture was cooled to room temperature and the yellow crystals were collected by filtration to afford the title compound (334 mg, 0.763 mmol; 88% yield): 1H NMR (300 MHz, CD3OD) δ ppm 7.67-7.73 (m, J=8 Hz, 2H), 7.55-7.63 (m... Reactants: O.C(CC(O)(C(=O)O)CC(=O)O)(=O)O (citric acid hydrate), OC1=C(C=C(C=C1OC)/C=C/C=C/C(=O)NCCN1CCC(CC1)C1=CNC2=CC=CC=C12)OC (1-[2-{5-(4-hydroxy-3, 5-dimethoxyphenyl)-(2E, 4E)-2, 4pentadienoylamino}ethyl]-4-(3-indolyl)piperidine). Solvent: C(C)O (ethanol), O (water), O (water), C(C)O (ethanol). Reaction conditions: time 6 hour. Yields the product C(CC(O)(C(=O)O)CC(=O)O)(=O)O.OC1=C(C=C(C=C1OC)/C=C/C=C/C(=O)NCCN1CCC(CC1)C1=CNC2=CC=CC=C12)OC (1-[2-{5-(4-hydroxy-3, 5-dimethoxyphenyl)-(2E, 4E)-2, 4pentadienoylamino}ethyl]-4-[3-indolyl)piperidine citrate). Isolated yield 85.5%. RXN SMILES: O.[C:2]([OH:14])(=[O:13])[CH2:3][C:4]([CH2:9][C:10]([OH:12])=[O:11])([C:6]([OH:8])=[O:7])[OH:5].[OH:15][C:16]1[C:21]([O:22][CH3:23])=[CH:20][C:19](/[CH:24]=[CH:25]/[CH:26]=[CH:27]/[C:28]([NH:30][CH2:31][CH2:32][N:33]2[CH2:38][CH2:37][CH:36]([C:39]3[C:47]4[C:42](=[CH:43][CH:44]=[CH:45][CH:46]=4)[NH:41][CH:40]=3)[CH2:35][CH2:34]2)=[O:29])=[CH:18][C:17]=1[O:48][CH3:49]>O.C(O)C>[C:2]([OH:14])(=[O:13])[CH2:3][C:4]([CH2:9][C:10]([OH:12])=[O:11])([C:6]([OH:8])=[O:7])[OH:5].[OH:15][C:16]1[C:17]([O:48][CH3:49])=[CH:18][C:19](/[CH:24]=[CH:25]/[CH:26]=[CH:27]/[C:28]([NH:30][CH2:31][CH2:32][N:33]2[CH2:38][CH2:37][CH:36]([C:39]3[C:47]4[C:42](=[CH:43][CH:44]=[CH:45][CH:46]=4)[NH:41][CH:40]=3)[CH2:35][CH2:34]2)=[O:29])=[CH:20][C:21]=1[O:22][CH3:23] |f:0.1,5.6|. Procedure: To a hot solution of citric acid hydrate (2.65 g) in a mixture of water and ethanol (4:6, V/V, 50 ml) was added 1-[2-{5-(4-hydroxy-3, 5-dimethoxyphenyl)-(2E, 4E)-2, 4pentadienoylamino}ethyl]-4-(3-indolyl)piperidine (6.0 g), and then a mixture of water and ethanol (4:6, V/V, 50 ml) was added thereto. The mixture was stirred for 6 hours at ambient temperature, and the resulting precipitate was collected by filtration. The residue was washed with a mixture of water and ethanol, and dried to give 1-...